This data is from the Open Reaction Database (ORD), a public repository of structured organic reaction records. The task is: describe an organic reaction: reactants, conditions, products, and yield Run in CN(C)C=O (DMF), C(C)(=O)OCC (ethyl acetate). Reaction SMILES: [C:1]([O:5][C:6](=[O:32])[CH:7]([NH:23][C:24](=[O:31])[CH:25]([NH2:30])[CH2:26][CH:27]([CH3:29])[CH3:28])[CH2:8][C:9]1[CH:14]=[CH:13][C:12]([O:15][CH2:16][C:17]2[CH:22]=[CH:21][CH:20]=[CH:19][CH:18]=2)=[CH:11][CH:10]=1)([CH3:4])([CH3:3])[CH3:2].[N:33]1([S:40](Cl)(=[O:42])=[O:41])[CH2:39][CH2:38][CH2:37][CH2:36][CH2:35][CH2:34]1.C(N(CC)C(C)C)(C)C>CN(C1C=CN=CC=1)C.CN(C=O)C.C(OCC)(=O)C>[C:1]([O:5][C:6](=[O:32])[CH:7]([NH:23][C:24](=[O:31])[CH:25]([NH:30][S:40]([N:33]1[CH2:39][CH2:38][CH2:37][CH2:36][CH2:35][CH2:34]1)(=[O:42])=[O:41])[CH2:26][CH:27]([CH3:28])[CH3:29])[CH2:8][C:9]1[CH:14]=[CH:13][C:12]([O:15][CH2:16][C:17]2[CH:22]=[CH:21][CH:20]=[CH:19][CH:18]=2)=[CH:11][CH:10]=1)([CH3:3])([CH3:2])[CH3:4]. Product: C(C)(C)(C)OC(C(CC1=CC=C(C=C1)OCC1=CC=CC=C1)NC(C(CC(C)C)NS(=O)(=O)N1CCCCCC1)=O)=O (2-[2-(Azepane-1-sulfonylamino)-4-methyl-pentanoylamino]-3-(4-benzyloxy-phenyl)-propionic acid tert-butyl ester). Reagents/catalysts: CN(C)C=1C=CN=CC1 (DMAP). The reactants are C(C)(C)(C)OC(C(CC1=CC=C(C=C1)OCC1=CC=CC=C1)NC(C(CC(C)C)N)=O)=O (2-(2-amino-4-methyl-pentanoylamino)-3-(4-benzyloxy-phenyl)-propionic acid tert-butyl ester), N1(CCCCCC1)S(=O)(=O)Cl (homopiperidinesulfonyl chloride), C(C)(C)N(C(C)C)CC (N,N-diisopropylethylamine). Reported procedure: A solution of the product from Example AI ([S-(R*,R*)]-2-(2-amino-4-methyl-pentanoylamino)-3-(4-benzyloxy-phenyl)-propionic acid tert-butyl ester) (220 mg, 0.50 mmol), homopiperidinesulfonyl chloride (110 mg, 0.55 mmol, prepared by the method of Von Geldem, et al., J. Med. Chem., 1996;39:968-981), N,N-diisopropylethylamine (129 mg, 1.00 mmol), and DMAP (20 mg) in DMF (1 mL) is stirred at room temperature for 72 hours, diluted with ethyl acetate, and washed with water, 1N HCl, saturated NaHCO3 so... Run at time 5 day. Yields the product CC1=NN2C(N=C(C(=C2)C2=CC=CC=C2)C2=CC=C(C=C2)CN2CCC(CC2)C2=NC3=C(N2)C=C(C=C3)C(F)(F)F)=N1 (2-methyl-6-phenyl-5-{4-[4-(6-trifluoromethyl-1H-benzimidazol-2-yl)-piperidin-1-ylmethyl]-phenyl}-[1,2,4]-triazolo[1,5-a]pyrimidine). Procedure details: 200 mg (0.64 mmol) 4-(2-methyl-6-phenyl[1,2,4]triazolo[1,5-a]pyrimidin-5-yl)benzaldehyde and 232 mg (0.64 mmol) 2-piperidine-4-yl-6-trifluoromethyl-1H-benzimidazole hydrochloride salt were treated as described in example 2.0. Additional NaBH(OAc)3 has been added after 24 and 26 hours (two equivalents each). After five days stirring at room temperature the solvents have been evaporated and the residue was purified via chromatography. 109 mg of the desired compound were obtained. Starting materials: CC1=NN2C(N=C(C(=C2)C2=CC=CC=C2)C2=CC=C(C=O)C=C2)=N1 (4-(2-methyl-6-phenyl[1,2,4]triazolo[1,5-a]pyrimidin-5-yl)benzaldehyde), Cl.N1CCC(CC1)C1=NC2=C(N1)C=C(C=C2)C(F)(F)F (2-piperidine-4-yl-6-trifluoromethyl-1H-benzimidazole hydrochloride salt), [BH-](OC(=O)C)(OC(=O)C)OC(=O)C.[Na+] (NaBH(OAc)3). Reaction SMILES: [CH3:1][C:2]1[N:24]=[C:5]2[N:6]=[C:7]([C:16]3[CH:23]=[CH:22][C:19]([CH:20]=O)=[CH:18][CH:17]=3)[C:8]([C:10]3[CH:15]=[CH:14][CH:13]=[CH:12][CH:11]=3)=[CH:9][N:4]2[N:3]=1.Cl.[NH:26]1[CH2:31][CH2:30][CH:29]([C:32]2[NH:36][C:35]3[CH:37]=[C:38]([C:41]([F:44])([F:43])[F:42])[CH:39]=[CH:40][C:34]=3[N:33]=2)[CH2:28][CH2:27]1.[BH-](OC(C)=O)(OC(C)=O)OC(C)=O.[Na+]>>[CH3:1][C:2]1[N:24]=[C:5]2[N:6]=[C:7]([C:16]3[CH:23]=[CH:22][C:19]([CH2:20][N:26]4[CH2:31][CH2:30][CH:29]([C:32]5[NH:36][C:35]6[CH:37]=[C:38]([C:41]([F:44])([F:43])[F:42])[CH:39]=[CH:40][C:34]=6[N:33]=5)[CH2:28][CH2:27]4)=[CH:18][CH:17]=3)[C:8]([C:10]3[CH:15]=[CH:14][CH:13]=[CH:12][CH:11]=3)=[CH:9][N:4]2[N:3]=1 |f:1.2,3.4|. The yield is 30.0%. Reactants: C(C)(=O)C1=NC=CC=C1 (2-acetylpyridine), CC1=C(C(=C(C(=C1C)N)C)C)N (2,3,5,6-tetramethyl-benzene-1,4-diamine), ClCCl (dichloromethane), N1=C(C=CC=C1)C=O (2-pyridinecarboxaldehyde). Run in CO (methanol). The product is N1=C(C=CC=C1C=O)C1=NC=CC=C1 (2,2′-bipyridinyl-6-carbaldehyde), C(C)(=O)C1=CC=CC(=N1)C1=NC=CC=C1 (6-acetyl-2,2′-bipyridine). As a reaction SMILES: ClCCl.[N:4]1[CH:9]=[CH:8][CH:7]=[CH:6][C:5]=1[CH:10]=[O:11].[C:12]([C:15]1[CH:20]=[CH:19][CH:18]=[CH:17][N:16]=1)(=[O:14])[CH3:13].CC1[C:27](C)=[C:26](N)[C:25](C)=[C:24](C)[C:23]=1[NH2:32]>CO>[N:4]1[C:5]([CH:10]=[O:11])=[CH:6][CH:7]=[CH:8][C:9]=1[C:15]1[CH:20]=[CH:19][CH:18]=[CH:17][N:16]=1.[C:12]([C:15]1[N:16]=[C:17]([C:23]2[CH:24]=[CH:25][CH:26]=[CH:27][N:32]=2)[CH:18]=[CH:19][CH:20]=1)(=[O:14])[CH3:13]. Procedure: The electrospray (ES) mass spectra were recorded using a micromass Quattra LC mass spectrometer with dichloromethane or methanol as the matrix [Masslynx software. open-access autosampler injection]. The infrared spectra were recorded with Universal ATR sampling accessories on a Perkin Elmer Spectrum One FTIR instrument. 1H and 13C NMR spectra were recorded on a Bruker ARX spectrometer 250/300 MHz at ambient temperature; chemical shifts (ppm) are referred to the residual protic solvent peaks. The... Reactants: COC=1C=C(C=CC1)C=1C(=C2C(=NC1)NC=C2)N2CCNCC2 (5-(3-Methoxyphenyl)-4-(piperazin-1-yl)-1H-pyrrolo[2,3-b]pyri dine), C(C)(C)(C)OC(=O)N[C@@H](C(=O)O)CC1=CC=C(C=C1)Cl ((R)-2-(tert-butoxycarbonylamino)-3-(4-chlorophenyl)propanoic acid), C=1C=CC2=C(C1)N=NN2O.O (HOBT H2O), CCN=C=NCCCN(C)C (EDCI), CCN(C(C)C)C(C)C (DIEA). Solvent: C(Cl)Cl (DCM). Run at time 2 hour. Yields the product ClC1=CC=C(C=C1)C[C@H](C(=O)N1CCN(CC1)C1=C2C(=NC=C1C1=CC(=CC=C1)OC)NC=C2)NC(OC(C)(C)C)=O ((R)-tert-butyl 3-(4-chlorophenyl)-1-(4-(5-(3-methoxyphenyl)-1H-pyrrolo[2,3-b]pyridin-4-yl)piperazin-1-yl)-1-oxopropan-2-ylcarbamate). Isolated yield 54.6%. As a reaction SMILES: [CH3:1][O:2][C:3]1[CH:4]=[C:5]([C:9]2[C:10]([N:18]3[CH2:23][CH2:22][NH:21][CH2:20][CH2:19]3)=[C:11]3[CH:17]=[CH:16][NH:15][C:12]3=[N:13][CH:14]=2)[CH:6]=[CH:7][CH:8]=1.[C:24]([O:28][C:29]([NH:31][C@H:32]([CH2:36][C:37]1[CH:42]=[CH:41][C:40]([Cl:43])=[CH:39][CH:38]=1)[C:33](O)=[O:34])=[O:30])([CH3:27])([CH3:26])[CH3:25].C1C=CC2N(O)N=NC=2C=1.O.CCN=C=NCCCN(C)C.CCN(C(C)C)C(C)C>C(Cl)Cl>[Cl:43][C:40]1[CH:41]=[CH:42][C:37]([CH2:36][C@@H:32]([NH:31][C:29](=[O:30])[O:28][C:24]([CH3:26])([CH3:25])[CH3:27])[C:33]([N:21]2[CH2:22][CH2:23][N:18]([C:10]3[C:9]([C:5]4[CH:6]=[CH:7][CH:8]=[C:3]([O:2][CH3:1])[CH:4]=4)=[CH:14][N:13]=[C:12]4[NH:15][CH:16]=[CH:17][C:11]=34)[CH2:19][CH2:20]2)=[O:34])=[CH:38][CH:39]=1 |f:2.3|. Procedure details: 5-(3-Methoxyphenyl)-4-(piperazin-1-yl)-1H-pyrrolo[2,3-b]pyri dine (0.045 g, 0.118 mmol) and (R)-2-(tert-butoxycarbonylamino)-3-(4-chlorophenyl)propanoic acid (0.0425 g, 0.142 mmol) were placed in DCM (3 mL). HOBT-H2O (0.0253 g, 0.165 mmol), EDCI (0.0294 g, 0.153 mmol), and DIEA (d 0.742; 0.103 mL, 0.591 mmol) were then added, and the reaction was stirred for 2 hours. The reaction was then quenched with saturated Na2CO3 and extracted with DCM. The product was dried, filtered, and concentrated to ... The reactants are Cc1c(-c2cccnc2)n(CCCCCC=CC(=O)O)c2ccccc12, CCO. The product is Cc1c(-c2cccnc2)n(CCCCCCCC(=O)O)c2ccccc12. As a reaction SMILES: [C:1](=[O:2])([OH:3])[CH:4]=[CH:5][CH2:6][CH2:7][CH2:8][CH2:9][CH2:10][n:11]1[c:12](-[c:21]2[cH:22][n:23][cH:24][cH:25][cH:26]2)[c:13]([CH3:20])[c:14]2[cH:15][cH:16][cH:17][cH:18][c:19]12.[CH3:27][CH2:28][OH:29]>>[C:1](=[O:2])([OH:3])[CH2:4][CH2:5][CH2:6][CH2:7][CH2:8][CH2:9][CH2:10][n:11]1[c:12](-[c:21]2[cH:22][n:23][cH:24][cH:25][cH:26]2)[c:13]([CH3:20])[c:14]2[cH:15][cH:16][cH:17][cH:18][c:19]12.